From a dataset of the Open Reaction Database (ORD), a public repository of structured organic reaction records. describe an organic reaction: reactants, conditions, products, and yield Reactants: FC=1C=C(C=C(C1)OC)C(=C(C#N)C#N)OC (2-((3-fluoro-5-methoxyphenyl)(methoxy)methylene)malononitrile), NN (Hydrazine). Run in CCO (EtOH). Reaction conditions: time 90 minute. The product is NC1=C(C(=NN1)C1=CC(=CC(=C1)OC)F)C#N (5-amino-3-(3-fluoro-5-methoxyphenyl)-1H-pyrazole-4-carbonitrile). Reaction SMILES: [F:1][C:2]1[CH:3]=[C:4]([C:10](OC)=[C:11]([C:14]#[N:15])[C:12]#[N:13])[CH:5]=[C:6]([O:8][CH3:9])[CH:7]=1.[NH2:18][NH2:19]>CCO>[NH2:13][C:12]1[NH:19][N:18]=[C:10]([C:4]2[CH:5]=[C:6]([O:8][CH3:9])[CH:7]=[C:2]([F:1])[CH:3]=2)[C:11]=1[C:14]#[N:15]. Procedure: 2-((3-fluoro-5-methoxyphenyl)(methoxy)methylene)malononitrile (BA69, 0.029 mol) stirred in EtOH (20 ml) at room temperature under an argon atmosphere. Hydrazine (1.4 ml, 29 mmol) was added and reaction was left stirring for 90 minutes. Reaction mixture was concentrated in vacuo and dried on vacuum pump overnight to yield intermediate 5-amino-3-(3-fluoro-5-methoxyphenyl)-1H-pyrazole-4-carbonitrile (BA73). Formamide (20 ml) was added and reaction was heated to 180° C. under an argon atmosphere ove... Starting materials: CN1C(C(=CC(=C1)B1OC(C(O1)(C)C)(C)C)NC1=NC=C(C=C1)C(=O)N1CCN(CC1)C)=O (Methyl-3-[5-(4-methyl-piperazine-1-carbonyl)-pyridin-2-ylamino]-5-(4,4,5,5-tetramethyl-1,3,2-dioxaborolan-2-yl)-1H-pyridin-2-one), C(C)(C)(C)[SiH2]OC(C1=C(C=CC=C1B1OC(C(O1)(C)C)(C)C)N1C(C2=CC=C(C=C2C=C1)C1CC1)=O)(C)C (2-[2-(tert-butyl-dimethyl-silanyloxymethyl)-3-(4,4,5,5-tetramethyl-1,3,2-dioxaborolan-2-yl)-phenyl]-6-cyclopropyl-2H-isoquinolin-1-one), C([O-])([O-])=O.[Cs+].[Cs+] (cesium carbonate), O (water), ClCCl (dichloromethane). Run in CN(C)C=O (DMF), O1CCOCC1 (dioxane). Run at time 16 hour. The product is C1(CC1)C=1C=C2C=CN(C(C2=CC1)=O)C1=C(C(=CC=C1)C1=CN(C(C(=C1)NC1=NC=C(C=C1)C(=O)N1CCN(CC1)C)=O)C)CO (6-cyclopropyl-2-(2-hydroxymethyl-3-{1-methyl-5-[5-(4-methyl-piperazine-1-carbonyl)-pyridin-2-ylamino]-6-oxo-1,6-dihydro-pyridin-3-yl}-phenyl)-2H-isoquinolin-1-one). As a reaction SMILES: [CH3:1][N:2]1[CH:7]=[C:6](B2OC(C)(C)C(C)(C)O2)[CH:5]=[C:4]([NH:17][C:18]2[CH:23]=[CH:22][C:21]([C:24]([N:26]3[CH2:31][CH2:30][N:29]([CH3:32])[CH2:28][CH2:27]3)=[O:25])=[CH:20][N:19]=2)[C:3]1=[O:33].C([SiH2][O:39][C:40](C)(C)[C:41]1[C:46](B2OC(C)(C)C(C)(C)O2)=[CH:45][CH:44]=[CH:43][C:42]=1[N:56]1[CH:65]=[CH:64][C:63]2[C:58](=[CH:59][CH:60]=[C:61]([CH:66]3[CH2:68][CH2:67]3)[CH:62]=2)[C:57]1=[O:69])(C)(C)C.C(=O)([O-])[O-].[Cs+].[Cs+].O.ClCCl>CN(C=O)C.O1CCOCC1>[CH:66]1([C:61]2[CH:62]=[C:63]3[C:58](=[CH:59][CH:60]=2)[C:57](=[O:69])[N:56]([C:42]2[CH:43]=[CH:44][CH:45]=[C:46]([C:6]4[CH:5]=[C:4]([NH:17][C:18]5[CH:23]=[CH:22][C:21]([C:24]([N:26]6[CH2:31][CH2:30][N:29]([CH3:32])[CH2:28][CH2:27]6)=[O:25])=[CH:20][N:19]=5)[C:3](=[O:33])[N:2]([CH3:1])[CH:7]=4)[C:41]=2[CH2:40][OH:39])[CH:65]=[CH:64]3)[CH2:68][CH2:67]1 |f:2.3.4|. Procedure details: Methyl-3-[5-(4-methyl-piperazine-1-carbonyl)-pyridin-2-ylamino]-5-(4,4,5,5-tetramethyl-1,3,2-dioxaborolan-2-yl)-1H-pyridin-2-one (104 mg, 0.256 mmol), 2-[2-(tert-butyl-dimethyl-silanyloxymethyl)-3-(4,4,5,5-tetramethyl-1,3,2-dioxaborolan-2-yl)-phenyl]-6-cyclopropyl-2H-isoquinolin-1-one (124 mg, 0.233 mmol), 2 mL dioxane, 200 μL DMF, and a 0.86 mg/μL solution of cesium carbonate in water (450 μL, 1.2 mmol) were charged into a 4 mL reaction vial fitted with a stir bar and septum. Sparged mixture wi...